Dataset: the Open Reaction Database (ORD), a public repository of structured organic reaction records. Task: describe an organic reaction: reactants, conditions, products, and yield The reactants are Cc1cc(N2CC(S(=O)(=O)c3ccccc3C(F)(F)F)CC2C(=O)O)n(Cc2ccccc2)n1, COC(=O)C1CC(S(=O)(=O)c2ccccc2C(F)(F)F)CN1c1cc(C)nn1Cc1ccccc1, COC(=O)C1CC(S(=O)(=O)c2ccccc2C(F)(F)F)CN1c1cc(C)nn1Cc1ccccc1, [Li+], [OH-]. Yields the product Cc1cc(N2CC(S(=O)(=O)c3ccccc3C(F)(F)F)CC2C(=O)O)n(Cc2ccccc2)n1. RXN SMILES: [CH2:73]([n:74]1[c:75]([N:76]2[CH2:77][CH:78]([S:79]([c:80]3[cH:81][cH:82][cH:83][cH:84][c:85]3[C:86]([F:87])([F:88])[F:89])(=[O:90])=[O:91])[CH2:92][CH:93]2[C:94]([OH:95])=[O:96])[cH:97][c:98]([CH3:99])[n:100]1)[c:101]1[cH:102][cH:103][cH:104][cH:105][cH:106]1.[CH3:1][O:2][C:3](=[O:4])[CH:5]1[N:6]([c:23]2[n:24]([CH2:29][c:30]3[cH:31][cH:32][cH:33][cH:34][cH:35]3)[n:25][c:26]([CH3:28])[cH:27]2)[CH2:7][CH:8]([S:10](=[O:11])(=[O:12])[c:13]2[c:14]([C:19]([F:20])([F:21])[F:22])[cH:15][cH:16][cH:17][cH:18]2)[CH2:9]1.[CH3:36][O:37][C:38]([CH:39]1[CH2:40][CH:41]([S:42]([c:43]2[cH:44][cH:45][cH:46][cH:47][c:48]2[C:49]([F:50])([F:51])[F:52])(=[O:53])=[O:54])[CH2:55][N:56]1[c:57]1[n:58]([CH2:59][c:60]2[cH:61][cH:62][cH:63][cH:64][cH:65]2)[n:66][c:67]([CH3:68])[cH:69]1)=[O:70].[Li+:71].[OH-:72]>>[O:2]=[C:3]([OH:4])[CH:5]1[N:6]([c:23]2[n:24]([CH2:29][c:30]3[cH:31][cH:32][cH:33][cH:34][cH:35]3)[n:25][c:26]([CH3:28])[cH:27]2)[CH2:7][CH:8]([S:10](=[O:11])(=[O:12])[c:13]2[c:14]([C:19]([F:20])([F:21])[F:22])[cH:15][cH:16][cH:17][cH:18]2)[CH2:9]1. The reactants are solid, Cl.Cl.Cl.O1COC2=C1C=CC=C2N2CCN(CC2)CC[C@@H]2CC[C@H](CC2)N (Trans-4-[2-(4-Benzo[1,3]dioxol-4-yl-piperazin-1-yl)-ethyl]-cyclohexylamine trihydrochloride), Cl.Cl.Cl.O1COC2=C1C=CC=C2N2CCN(CC2)CC[C@@H]2CC[C@H](CC2)N (Trans-4-[2-(4-Benzo[1,3]dioxol-4-yl-piperazin-1-yl)-ethyl]-cyclohexylamine trihydrochloride), O1CCN(CC1)C1=CC=C(C(=O)O)C=C1 (4-morpholinobenzoic acid). Yields the product O1COC2=C1C=CC=C2N2CCN(CC2)CC[C@@H]2CC[C@H](CC2)NC(C2=CC=C(C=C2)N2CCOCC2)=O (Trans-N-{4-[2-(4-Benzo[1,3]dioxol-4-yl-piperazin-1-yl)-ethyl]-cyclohexyl}-4-morpholin-4-yl-benzamide). Reaction SMILES: Cl.Cl.Cl.[O:4]1[C:8]2[CH:9]=[CH:10][CH:11]=[C:12]([N:13]3[CH2:18][CH2:17][N:16]([CH2:19][CH2:20][C@H:21]4[CH2:26][CH2:25][C@H:24]([NH2:27])[CH2:23][CH2:22]4)[CH2:15][CH2:14]3)[C:7]=2[O:6][CH2:5]1.[O:28]1[CH2:33][CH2:32][N:31]([C:34]2[CH:42]=[CH:41][C:37]([C:38](O)=[O:39])=[CH:36][CH:35]=2)[CH2:30][CH2:29]1>>[O:4]1[C:8]2[CH:9]=[CH:10][CH:11]=[C:12]([N:13]3[CH2:18][CH2:17][N:16]([CH2:19][CH2:20][C@H:21]4[CH2:26][CH2:25][C@H:24]([NH:27][C:38](=[O:39])[C:37]5[CH:36]=[CH:35][C:34]([N:31]6[CH2:32][CH2:33][O:28][CH2:29][CH2:30]6)=[CH:42][CH:41]=5)[CH2:23][CH2:22]4)[CH2:15][CH2:14]3)[C:7]=2[O:6][CH2:5]1 |f:0.1.2.3|. Procedure details: The title compound, white solid (16.3 mg, 38.4%), MS (ISP) m/z=421.4 [(M+H)+], was prepared in accordance with the general method of example 1 from Trans-4-[2-(4-Benzo[1,3]dioxol-4-yl-piperazin-1-yl)-ethyl]-cyclohexylamine hydrochloride (Intermediate A) (30 mg, 81.5 mmol) and 4-morpholinobenzoic acid. Reactants: [Li]CCCC, C[Si](C)(Cl)CC[Si](C)(C)Cl, Nc1ccc(Br)cn1, C1CCOC1, O, O=Cc1cn(S(=O)(=O)c2ccccc2)c2ncc(Cl)cc12. Product: Nc1ccc(C(O)c2cn(S(=O)(=O)c3ccccc3)c3ncc(Cl)cc23)cn1. RXN SMILES: [CH2:9]([Li:10])[CH2:11][CH2:12][CH3:13].[Cl:14][Si:15]([CH3:16])([CH3:17])[CH2:18][CH2:19][Si:20]([Cl:21])([CH3:22])[CH3:23].[NH2:1][c:2]1[n:3][cH:4][c:5]([Br:8])[cH:6][cH:7]1.[O:45]1[CH2:46][CH2:47][CH2:48][CH2:49]1.[OH2:50].[c:24]1([S:30](=[O:31])(=[O:32])[n:33]2[cH:34][c:35]([CH:43]=[O:44])[c:36]3[c:37]2[n:38][cH:39][c:40]([Cl:42])[cH:41]3)[cH:25][cH:26][cH:27][cH:28][cH:29]1>>[NH2:1][c:2]1[n:3][cH:4][c:5]([CH:43]([c:35]2[cH:34][n:33]([S:30]([c:24]3[cH:25][cH:26][cH:27][cH:28][cH:29]3)(=[O:31])=[O:32])[c:37]3[c:36]2[cH:41][c:40]([Cl:42])[cH:39][n:38]3)[OH:44])[cH:6][cH:7]1.